Dataset: the Open Reaction Database (ORD), a public repository of structured organic reaction records. Task: describe an organic reaction: reactants, conditions, products, and yield Starting materials: N1C[C@@H](OCC1)C(=O)O ((2R)-morpholine-2-carboxylic acid), ClC1=NC=C(C=N1)B(O)O ((2-chloropyrimidin-5-yl)boronic acid). The product is B(O)(O)C=1C=NC(=NC1)N1C[C@@H](OCC1)C(=O)O ((2R)-4-(5-Boronopyrimidin-2-yl)morpholine-2-carboxylic acid). Reaction SMILES: [NH:1]1[CH2:6][CH2:5][O:4][C@@H:3]([C:7]([OH:9])=[O:8])[CH2:2]1.Cl[C:11]1[N:16]=[CH:15][C:14]([B:17]([OH:19])[OH:18])=[CH:13][N:12]=1>>[B:17]([C:14]1[CH:13]=[N:12][C:11]([N:1]2[CH2:6][CH2:5][O:4][C@@H:3]([C:7]([OH:9])=[O:8])[CH2:2]2)=[N:16][CH:15]=1)([OH:19])[OH:18]. Procedure details: The title compound was prepared from (2R)-morpholine-2-carboxylic acid and (2-chloropyrimidin-5-yl)boronic acid in accordance with General Method C.